From a dataset of the Open Reaction Database (ORD), a public repository of structured organic reaction records. describe an organic reaction: reactants, conditions, products, and yield Reactants: O (water), C(CC(O)(C(=O)O)CC(=O)O)(=O)O (citric acid), C([O-])(O)=O.[Na+] (sodium bicarbonate), C(CC(O)(C(=O)O)CC(=O)O)(=O)O (citric acid), C([O-])(O)=O.[Na+] (sodium bicarbonate). Yields the product C(CC(O)(C(=O)[O-])CC(=O)[O-])(=O)[O-].[Na+].[Na+].[Na+] (sodium citrate), C(=O)=O (carbon dioxide). RXN SMILES: [C:1]([OH:13])(=[O:12])[CH2:2][C:3]([CH2:8][C:9]([OH:11])=[O:10])([C:5]([OH:7])=[O:6])[OH:4].[C:14](=O)([OH:16])[O-:15].[Na+:18].O>>[C:1]([O-:13])(=[O:12])[CH2:2][C:3]([CH2:8][C:9]([O-:11])=[O:10])([C:5]([O-:7])=[O:6])[OH:4].[Na+:18].[Na+:18].[Na+:18].[C:14](=[O:16])=[O:15] |f:1.2,4.5.6.7|. Procedure details: As shown in the above table, citric acid (C6H8O7) and sodium bicarbonate (NaHCO3) serve as a binary disintegrant. A single mole of citric acid plus three moles of sodium bicarbonate combine to form one mole of sodium citrate (Na3C6H5O7), three moles water (H2O), and three moles of carbon dioxide (CO2). This stoichiometric, 3:1 molar ratio of sodium bicarbonate:citric acid equates to a 1.312:1 ratio by mass. The sodium bicarbonate:citric acid mass ratio in the example of TABLE 1 is a 2.62:1. It i... Reactants: ClCCCCN1C2=NC(=NC(=C2N=C1OC)N)O[C@H](CC)C (9-(4-Chlorobutyl)-8-(methyloxy)-2-{[(1S)-1-methylpropyl]oxy}-9H-purin-6-amine), FC(C(=O)O)(F)F.C1(CCCCC1)OC=1NC(=C2N=C(N=C2N1)OC)N (2-(cyclohexyloxy)-8-(methyloxy)-1H-purin-6-amine trifluoroacetate), BrCCCCCl (1-bromo-4-chlorobutane). Yields the product ClCCCCN1C2=NC(=NC(=C2N=C1OC)N)OC1CCCCC1 (9-(4-Chlorobutyl)-2-(cyclohexyloxy)-8-(methyloxy)-9H-purin-6-amine). Reaction SMILES: [Cl:1][CH2:2][CH2:3][CH2:4][CH2:5][N:6]1[C:14]([O:15][CH3:16])=[N:13][C:12]2[C:7]1=[N:8][C:9]([O:18][C@@H:19]([CH3:22])[CH2:20][CH3:21])=[N:10][C:11]=2[NH2:17].F[C:24](F)(F)[C:25](O)=O.C1(OC2NC(N)=C3C(N=2)=NC(OC)=N3)CCCCC1.BrCCCCCl>>[Cl:1][CH2:2][CH2:3][CH2:4][CH2:5][N:6]1[C:14]([O:15][CH3:16])=[N:13][C:12]2[C:7]1=[N:8][C:9]([O:18][CH:19]1[CH2:22][CH2:25][CH2:24][CH2:21][CH2:20]1)=[N:10][C:11]=2[NH2:17] |f:1.2|. Procedure: Prepared similarly to Intermediate 44 from 2-(cyclohexyloxy)-8-(methyloxy)-1H-purin-6-amine trifluoroacetate and 1-bromo-4-chlorobutane. The reactants are O=C1CSC(=S)N1Cc1ccccc1, CC#N, O=Cc1ccccc1. Product: O=C1C(=Cc2ccccc2)SC(=S)N1Cc1ccccc1. Reaction SMILES: [CH2:1]([c:2]1[cH:3][cH:4][cH:5][cH:6][cH:7]1)[N:8]1[C:9](=[S:14])[S:10][CH2:11][C:12]1=[O:13].[CH3:23][C:24]#[N:25].[CH:15](=[O:16])[c:17]1[cH:18][cH:19][cH:20][cH:21][cH:22]1>>[CH2:1]([c:2]1[cH:3][cH:4][cH:5][cH:6][cH:7]1)[N:8]1[C:9](=[S:14])[S:10][C:11](=[CH:15][c:17]2[cH:18][cH:19][cH:20][cH:21][cH:22]2)[C:12]1=[O:13]. Starting materials: CN(C)c1ccccn1, O=C(O)c1c(-c2ccc3c(c2)OCCO3)c2oc3ccccc3c2n(Cc2ccc3c(c2)OCO3)c1=O, O=S(Cl)Cl, NS(=O)(=O)c1ccccc1, c1ccncc1. The product is O=C(NS(=O)(=O)c1ccccc1)c1c(-c2ccc3c(c2)OCCO3)c2oc3ccccc3c2n(Cc2ccc3c(c2)OCO3)c1=O. As a reaction SMILES: [CH3:38][N:39]([c:40]1[cH:41][cH:42][cH:43][cH:44][n:45]1)[CH3:46].[O:1]1[CH2:2][CH2:3][O:4][c:5]2[c:6]1[cH:7][cH:8][c:9](-[c:11]1[c:12]3[c:13]([n:14]([CH2:21][c:22]4[cH:23][c:24]5[c:25]([cH:26][cH:27]4)[O:28][CH2:29][O:30]5)[c:15](=[O:20])[c:16]1[C:17](=[O:18])[OH:19])[c:31]1[c:32]([o:33]3)[cH:34][cH:35][cH:36][cH:37]1)[cH:10]2.[S:47]([Cl:48])([Cl:49])=[O:50].[c:51]1([S:57](=[O:58])(=[O:59])[NH2:60])[cH:52][cH:53][cH:54][cH:55][cH:56]1.[cH:61]1[cH:62][cH:63][n:64][cH:65][cH:66]1>>[O:1]1[CH2:2][CH2:3][O:4][c:5]2[c:6]1[cH:7][cH:8][c:9](-[c:11]1[c:12]3[c:13]([n:14]([CH2:21][c:22]4[cH:23][c:24]5[c:25]([cH:26][cH:27]4)[O:28][CH2:29][O:30]5)[c:15](=[O:20])[c:16]1[C:17](=[O:18])[NH:60][S:57]([c:51]1[cH:52][cH:53][cH:54][cH:55][cH:56]1)(=[O:58])=[O:59])[c:31]1[c:32]([o:33]3)[cH:34][cH:35][cH:36][cH:37]1)[cH:10]2. The reactants are Fc1ccc(CBr)cc1, O=C([O-])[O-], CC#N, CCOC(C)=O, [K+], [K+], CN(C)C=O, O=c1cc(O)ccn1CCc1ccc(CO)cc1. The product is O=c1cc(OCc2ccc(F)cc2)ccn1CCc1ccc(CO)cc1. RXN SMILES: [Br:19][CH2:20][c:21]1[cH:22][cH:23][c:24]([F:27])[cH:25][cH:26]1.[C:28](=[O:29])([O-:30])[O-:31].[CH3:39][C:40]#[N:41].[CH3:42][CH2:43][O:44][C:45]([CH3:46])=[O:47].[K+:32].[K+:33].[O:34]=[CH:35][N:36]([CH3:37])[CH3:38].[OH:1][c:2]1[cH:3][c:4](=[O:18])[n:5]([CH2:8][CH2:9][c:10]2[cH:11][cH:12][c:13]([CH2:16][OH:17])[cH:14][cH:15]2)[cH:6][cH:7]1>>[O:1]([c:2]1[cH:3][c:4](=[O:18])[n:5]([CH2:8][CH2:9][c:10]2[cH:11][cH:12][c:13]([CH2:16][OH:17])[cH:14][cH:15]2)[cH:6][cH:7]1)[CH2:20][c:21]1[cH:22][cH:23][c:24]([F:27])[cH:25][cH:26]1. The reactants are [F-].[Cs+] (caesium fluoride), [Si](C)(C)(C(C)(C)C)O[C@@H]1C=2C(=C(C(=NC2CC2(C1)CCC2)C(C)C)C(=O)OCC)I ((S)-ethyl 5′-(tert-butyldimethylsilyloxy)-4′-iodo-2′-isopropyl-6′,8′-dihydro-5′H-spiro[cyclobutane-1,7′-quinoline]-3′-carboxylate), C([O-])([O-])=O.[Cs+].[Cs+] (caesium carbonate), O1CCC(=CC1)B1OC(C(O1)(C)C)(C)C (2-(3,6-dihydro-2H-pyran-4-yl)-4,4,5,5-tetramethyl-1,3,2-dioxaborolane), solution. Run in O1CCCC1.C1(=CC=CC=C1)C (tetrahydrofurane toluene), O (water). The product is [Si](C)(C)(C(C)(C)C)OC1C=2C(=C(C(=NC2CC2(C1)CCC2)C(C)C)C(=O)OCC)C=2CCOCC2 (ethyl 5′-(tert-butyldimethylsilyloxy)-4′-(3,6-dihydro-2H-pyran-4-yl)-2′-isopropyl-6′,8′-dihydro-5′H-spiro[cyclobutane-1,7′-quinoline]-3′-carboxylate). RXN SMILES: [Si:1]([O:8][C@H:9]1[CH2:18][C:17]2([CH2:21][CH2:20][CH2:19]2)[CH2:16][C:15]2[N:14]=[C:13]([CH:22]([CH3:24])[CH3:23])[C:12]([C:25]([O:27][CH2:28][CH3:29])=[O:26])=[C:11](I)[C:10]1=2)([C:4]([CH3:7])([CH3:6])[CH3:5])([CH3:3])[CH3:2].[O:31]1[CH2:36][CH:35]=[C:34](B2OC(C)(C)C(C)(C)O2)[CH2:33][CH2:32]1.C(=O)([O-])[O-].[Cs+].[Cs+].[F-].[Cs+]>O.O1CCCC1.C1(C)C=CC=CC=1>[Si:1]([O:8][CH:9]1[CH2:18][C:17]2([CH2:21][CH2:20][CH2:19]2)[CH2:16][C:15]2[N:14]=[C:13]([CH:22]([CH3:24])[CH3:23])[C:12]([C:25]([O:27][CH2:28][CH3:29])=[O:26])=[C:11]([C:34]3[CH2:35][CH2:36][O:31][CH2:32][CH:33]=3)[C:10]1=2)([C:4]([CH3:7])([CH3:6])[CH3:5])([CH3:3])[CH3:2] |f:2.3.4,5.6,8.9|. Procedure: Obtained by starting from (S)-ethyl 5′-(tert-butyldimethylsilyloxy)-4′-iodo-2′-isopropyl-6′,8′-dihydro-5′H-spiro[cyclobutane-1,7′-quinoline]-3′-carboxylate and 2-(3,6-dihydro-2H-pyran-4-yl)-4,4,5,5-tetramethyl-1,3,2-dioxaborolane. A 2 M solution of caesium carbonate in water is used instead caesium fluoride. The reaction is run in tetrahydrofurane/toluene 4:1.